Task: describe an organic reaction: reactants, conditions, products, and yield. Dataset: the Open Reaction Database (ORD), a public repository of structured organic reaction records Solvent: CC(=O)N(C)C (dimethylacetamide), CC(=O)N(C)C (dimethylacetamide), N1=CC=CC=C1 (pyridine). As a reaction SMILES: [N+:1]([C:4]1[CH:10]=[CH:9][C:7]([NH2:8])=[CH:6][CH:5]=1)([O-:3])=[O:2].[C:11]([C:15]1[CH:16]=[C:17]([CH:21]=[CH:22][CH:23]=1)[C:18](Cl)=[O:19])([O:13][CH3:14])=[O:12]>CC(N(C)C)=O.N1C=CC=CC=1>[CH3:14][O:13][C:11](=[O:12])[C:15]1[CH:23]=[CH:22][CH:21]=[C:17]([C:18](=[O:19])[NH:8][C:7]2[CH:9]=[CH:10][C:4]([N+:1]([O-:3])=[O:2])=[CH:5][CH:6]=2)[CH:16]=1. The yield is 97.2%. Yields the product COC(C1=CC(=CC=C1)C(NC1=CC=C(C=C1)[N+](=O)[O-])=O)=O (methyl-3-(p-nitrophenylcarbamoyl)benzoate). Starting materials: C(=O)(OC)C=1C=C(C(=O)Cl)C=CC1 (3-carbomethoxybenzoyl chloride), [N+](=O)([O-])C1=CC=C(N)C=C1 (p-nitroaniline), ice water. Procedure: In a 1-liter 3-necked flask fitted with an inlet tube for nitrogen, a magnetic stirrer, a dropping funnel and a thermometer there were introduced 76 g (0.5 moles) of p-nitroaniline in 600 ml of dimethylacetamide and 80 ml of pyridine. (Both solvents had previously been dried over a molecular sieve 3A). Over a period of 45 minutes 99.2 g (0.5 moles) of 3-carbomethoxybenzoyl chloride in 100 ml of dimethylacetamide were added with stirring and cooling, care being taken that the temperature did not ... The reactants are COC=1CCCCC(N1)C(CC)C (3,4,5,6-tetrahydro-7-methoxy-2-(1-methylpropyl)-2H-azepine), [Cl-].[NH4+] (ammonium chloride), title material. The solvent is CO (MeOH). Yields the product Cl.CC(CC)C1CCCCC(N1)=N (hexahydro-7-(1-methylpropyl)-1H-azepin-2-imine, monohydrochloride). Reaction SMILES: CO[C:3]1[CH2:4][CH2:5][CH2:6][CH2:7][CH:8]([CH:10]([CH3:13])[CH2:11][CH3:12])[N:9]=1.[Cl-:14].[NH4+:15]>CO>[ClH:14].[CH3:13][CH:10]([CH:8]1[NH:9][C:3](=[NH:15])[CH2:4][CH2:5][CH2:6][CH2:7]1)[CH2:11][CH3:12] |f:1.2,4.5|. Procedure: The product of EXAMPLE 118 in MeOH is reacted with ammonium chloride by the method of EXAMPLE 27 to generate the title material. Reaction SMILES: [Br:1][c:2]1[cH:3][cH:4][c:5]([OH:8])[cH:6][cH:7]1.[CH3:36][CH2:37][O:38][C:39](=[O:40])[CH3:41].[CH3:9][c:10]1[cH:11][cH:12][c:13]([S:14]([O:15][CH:20]2[CH2:21][O:22][CH2:23][CH2:24]2)(=[O:16])=[O:17])[cH:18][cH:19]1.[K+:25].[K+:26].[O-:27][C:28]([O-:29])=[O:30].[O:31]=[CH:32][N:33]([CH3:34])[CH3:35]>>[Br:1][c:2]1[cH:3][cH:4][c:5]([O:8][CH:20]2[CH2:21][O:22][CH2:23][CH2:24]2)[cH:6][cH:7]1. Yields the product Brc1ccc(OC2CCOC2)cc1. The reactants are Oc1ccc(Br)cc1, CCOC(C)=O, Cc1ccc(S(=O)(=O)OC2CCOC2)cc1, [K+], [K+], O=C([O-])[O-], CN(C)C=O. Procedure details: A mixture of [2-[[(4-methylphenyl)sulfonyl]amino]-3-phenylpropyl]phosphonic acid, diethyl ester (5.9 g., 13.9 mmole), phenol (8.0 g., 85.1 mmole), and 48% aqueous hydrobromic acid (50 ml.) is refluxed for 5.5 hours. The cooled mixture is diluted with water (50 ml.) and washed with ethyl acetate (2×50 ml.). The aqueous phase is evaporated to dryness, taken up in water (30 ml.) and evaporated again. This is repeated twice more. Finally, the residue is taken up in water and applied to an AG 50 W-X2... Reactants: CC1=CC=C(C=C1)S(=O)(=O)NC(CP(OCC)(OCC)=O)CC1=CC=CC=C1 ([2-[[(4-methylphenyl)sulfonyl]amino]-3-phenylpropyl]phosphonic acid, diethyl ester), C1(=CC=CC=C1)O (phenol), Br (hydrobromic acid), NC(CP(O)(O)=O)CC1=CC=CC=C1 ((2-amino-3-phenylpropyl)phosphonic acid), [NH4+].[OH-].O (NH4OH water). Solvent: C(C)(C)O (isopropanol), O (water). RXN SMILES: CC1C=CC(S([NH:11][CH:12]([CH2:22][C:23]2[CH:28]=[CH:27][CH:26]=[CH:25][CH:24]=2)[CH2:13][P:14](=O)([O:18]CC)[O:15]CC)(=O)=O)=CC=1.C1(O)C=CC=CC=1.Br.NC(CC1C=CC=CC=1)CP(=O)(O)O.[NH4+].[OH-].O>O.C(O)(C)C>[NH2:11][CH:12]([CH2:22][C:23]1[CH:28]=[CH:27][CH:26]=[CH:25][CH:24]=1)[CH2:13][PH:14](=[O:15])[OH:18] |f:4.5.6|. Product: NC(CP(O)=O)CC1=CC=CC=C1 ((2-Amino-3-phenylpropyl)phosphinic acid). Starting materials: C(C)(=O)O[C@@H]1C(N(C(C1)=O)C1CC(OC2=NC(=C(C=C21)C2=CC=C(C=C2)Cl)C2=C(C=C(C=C2)Cl)Cl)(C)C)=O ((3S)-1-[6-(4-Chlorophenyl)-7-(2,4-dichlorophenyl)-2,2-dimethyl-3,4-dihydro-2H-pyrano[2,3-b]pyridin-4-yl]-2,5-dioxopyrrolidin-3-yl acetate), C1(=CC=C(C=C1)S(=O)(=O)O)C (p-toluenesulfonic acid). The solvent is CO (MeOH). Reaction conditions: temperature 85 celsius. Yields the product ClC1=CC=C(C=C1)C=1C=C2C(=NC1C1=C(C=C(C=C1)Cl)Cl)OC(CC2N2C([C@H](CC2=O)O)=O)(C)C ((3S)-1-[6-(4-Chlorophenyl)-7-(2,4-dichlorophenyl)-2,2-dimethyl-3,4-dihydro-2H-pyrano[2,3-b]pyridin-4-yl]-3-hydroxypyrrolidine-2,5-dione). As a reaction SMILES: C([O:4][C@H:5]1[CH2:9][C:8](=[O:10])[N:7]([CH:11]2[C:20]3[C:15](=[N:16][C:17]([C:28]4[CH:33]=[CH:32][C:31]([Cl:34])=[CH:30][C:29]=4[Cl:35])=[C:18]([C:21]4[CH:26]=[CH:25][C:24]([Cl:27])=[CH:23][CH:22]=4)[CH:19]=3)[O:14][C:13]([CH3:37])([CH3:36])[CH2:12]2)[C:6]1=[O:38])(=O)C.C1(C)C=CC(S(O)(=O)=O)=CC=1>CO>[Cl:27][C:24]1[CH:25]=[CH:26][C:21]([C:18]2[CH:19]=[C:20]3[CH:11]([N:7]4[C:8](=[O:10])[CH2:9][C@H:5]([OH:4])[C:6]4=[O:38])[CH2:12][C:13]([CH3:37])([CH3:36])[O:14][C:15]3=[N:16][C:17]=2[C:28]2[CH:33]=[CH:32][C:31]([Cl:34])=[CH:30][C:29]=2[Cl:35])=[CH:22][CH:23]=1. Reported procedure: The product of Step A (38 mg, 0.7 mmol) was dissolved in MeOH (2 mL) and p-toluenesulfonic acid (6 mg, 0.03 mmol) was added. The reaction was heated at 85° C. for 2 h and concentrated. The residue was dissolved in EtOAc and the solution was washed with saturated aq NaHCO3, dried (Na2SO4), filtered and concentrated. The residue was purified by flash chromatography on silica gel gradient eluted with 0-60% EtOAc in hexane to afford the title compound. Further separation on an AD chiral column, elut...